From a dataset of the Open Reaction Database (ORD), a public repository of structured organic reaction records. describe an organic reaction: reactants, conditions, products, and yield The reactants are ClC1=CC(=C(C=C1)N(C1=CC=CC=C1)C)[N+](=O)[O-] (4-chloro-N-methyl-2-nitro-N-phenylphenylamine), O.O.Cl[Sn]Cl (SnCl2.2H2O). The solvent is C(C)O (ethanol). Reaction conditions: temperature 40 celsius, time 6 hour. Product: ClC=1C=C(C(=CC1)N(C1=CC=CC=C1)C)N (4-Chloro-N1-methyl-N1-phenylbenzene-1,2-diamine). Isolated yield 86.3%. As a reaction SMILES: [Cl:1][C:2]1[CH:7]=[CH:6][C:5]([N:8]([CH3:15])[C:9]2[CH:14]=[CH:13][CH:12]=[CH:11][CH:10]=2)=[C:4]([N+:16]([O-])=O)[CH:3]=1.O.O.Cl[Sn]Cl>C(O)C>[Cl:1][C:2]1[CH:3]=[C:4]([NH2:16])[C:5]([N:8]([CH3:15])[C:9]2[CH:14]=[CH:13][CH:12]=[CH:11][CH:10]=2)=[CH:6][CH:7]=1 |f:1.2.3|. Reported procedure: To a solution of 4-chloro-N-methyl-2-nitro-N-phenylphenylamine (12.5 g, 46.3 mmol) in ethanol (250 mL) was added SnCl2.2H2O (37.5 gr., 0.17 mol). The solution was heated to 40° C. and stirred for 6 h. The reaction mixture was concentrated in vacuo and subsequently diluted with ethyl acetate (500 mL) and washed with H 20 (500 mL), a cooled (0° C.) aq. solution of NaOH (1 M, 200 mL), H2O (500 mL) and brine (500 mL). The organic layer was dried (Na2SO4), filtered and concentrated under reduced pres... Reactants: CC(C)(C)c1nnc2ccc(C#Cc3ccc(F)cc3F)nn12, O=S(=O)(O)O. Product: CC(C)(C)c1nnc2ccc(CC(=O)c3ccc(F)cc3F)nn12. RXN SMILES: [C:1]([CH3:2])([CH3:3])([CH3:4])[c:5]1[n:6][n:7][c:8]2[n:9]1[n:10][c:11]([C:14]#[C:15][c:16]1[c:17]([F:23])[cH:18][c:19]([F:22])[cH:20][cH:21]1)[cH:12][cH:13]2.[S:24]([OH:25])(=[O:26])(=[O:27])[OH:28]>>[C:1]([CH3:2])([CH3:3])([CH3:4])[c:5]1[n:6][n:7][c:8]2[n:9]1[n:10][c:11]([CH2:14][C:15]([c:16]1[c:17]([F:23])[cH:18][c:19]([F:22])[cH:20][cH:21]1)=[O:25])[cH:12][cH:13]2. Reactants: CC1(C)NN(C2CCCCCCC2)C1=O, Fc1ccc(CBr)c(Cl)c1. The product is CC1(C)C(=O)N(C2CCCCCCC2)N1Cc1ccc(F)cc1Cl. RXN SMILES: [CH:1]1([N:9]2[NH:10][C:11]([CH3:14])([CH3:15])[C:12]2=[O:13])[CH2:2][CH2:3][CH2:4][CH2:5][CH2:6][CH2:7][CH2:8]1.[Cl:16][c:17]1[c:18]([CH2:19][Br:20])[cH:21][cH:22][c:23]([F:25])[cH:24]1>>[CH:1]1([N:9]2[N:10]([CH2:19][c:18]3[c:17]([Cl:16])[cH:24][c:23]([F:25])[cH:22][cH:21]3)[C:11]([CH3:14])([CH3:15])[C:12]2=[O:13])[CH2:2][CH2:3][CH2:4][CH2:5][CH2:6][CH2:7][CH2:8]1. Starting materials: CC(C#C)(C)NC(C1=CC=CC=C1)=O (N-(3-methylbutyn-3-yl)benzamide). The reagents and catalysts are [N+](=O)([O-])[O-].[Ag+] (silver nitrate). Solvent: C(C)(=O)OCCCC (n-butyl acetate). Reaction conditions: temperature 95 celsius. Yields the product CC1(N=C(OC1=C)C1=CC=CC=C1)C (4,4-dimethyl-5-methylene-2-phenyloxazoline). Yield: 93.4%. RXN SMILES: [CH3:1][C:2]([NH:6][C:7](=[O:14])[C:8]1[CH:13]=[CH:12][CH:11]=[CH:10][CH:9]=1)([CH3:5])[C:3]#[CH:4]>[N+]([O-])([O-])=O.[Ag+].C(OCCCC)(=O)C>[CH3:5][C:2]1([CH3:1])[C:3](=[CH2:4])[O:14][C:7]([C:8]2[CH:13]=[CH:12][CH:11]=[CH:10][CH:9]=2)=[N:6]1 |f:1.2|. Reported procedure: A round bottom flask was charged with N-(3-methylbutyn-3-yl)benzamide (5.0 g, 26.7 mmol), silver nitrate (9.1 mg, 0.2 mol %), and n-butyl acetate (20 mL). The resulting mixture was heated to 95° C. for 0.5 h, then cooled to room temperature. The reaction was washed with water, and the organic layer was dried over anhydrous sodium sulfate. The solvent was removed by evaporation under reduced pressure. The residue was dried in a vacuum oven to give 4,4-dimethyl-5-methylene-2-phenyloxazoline (4.67 ... Reactants: ClC1=NC(=C2N=CN(C2=N1)C1CCCC1)Cl (2,6-dichloro-9-cyclopentylpurine), N[C@@H]1CC[C@H](CC1)O (trans-4-(amino)cyclohexanol). The solvent is C(C)N(CC)CC (triethylamine). Yields the product ClC1=NC(=C2N=CN(C2=N1)C1CCCC1)N[C@@H]1CC[C@H](CC1)O (trans-2-chloro-6-[(4-hydroxy)cyclohexylamino]-9-cyclopentylpurine). RXN SMILES: [Cl:1][C:2]1[N:10]=[C:9]2[C:5]([N:6]=[CH:7][N:8]2[CH:11]2[CH2:15][CH2:14][CH2:13][CH2:12]2)=[C:4](Cl)[N:3]=1.[NH2:17][C@H:18]1[CH2:23][CH2:22][C@H:21]([OH:24])[CH2:20][CH2:19]1>C(N(CC)CC)C>[Cl:1][C:2]1[N:10]=[C:9]2[C:5]([N:6]=[CH:7][N:8]2[CH:11]2[CH2:15][CH2:14][CH2:13][CH2:12]2)=[C:4]([NH:17][C@H:18]2[CH2:23][CH2:22][C@H:21]([OH:24])[CH2:20][CH2:19]2)[N:3]=1. Procedure: trans-2-chloro-6-[(4-hydroxy)cyclohexylamino]-9-cyclopentylpurine is prepared from 2,6-dichloro-9-cyclopentylpurine, trans-4-(amino)cyclohexanol, and triethylamine essentially as described above in Example 1, Scheme A, step b. Starting materials: resultant mixture, C(O)([O-])=O.[Na+] (sodium hydrogen carbonate), C(CCCCCC)OC(=O)Cl (heptylchloroformate), C1([C@@H](O)[C@H](O)[C@H](O1)CO)N1C(=O)N=C(N)C=C1 (arabinofuranosylcytosine), mixture, C(Cl)(Cl)Cl.C(C)#N (chloroform acetonitrile). The solvent is CC(=O)N(C)C (dimethylacetamide), CC(=O)N(C)C (dimethylacetamide). Run at time 3 hour. Yields the product C(CCCCCC)OC(=O)NC1=NC(N(C=C1)[C@H]1[C@@H](O)[C@H](O)[C@H](O1)CO)=O (N4 -heptyloxycarbonyl-1-β-D-arabinofuranosylcytosine). The yield is 39.4%. Reaction SMILES: [CH:1]1([N:10]2[CH:17]=[CH:16][C:14]([NH2:15])=[N:13][C:11]2=[O:12])[O:7][C@H:6]([CH2:8][OH:9])[C@@H:4]([OH:5])[C@@H:2]1[OH:3].C(=O)([O-])O.[Na+].[CH2:23]([O:30][C:31](Cl)=[O:32])[CH2:24][CH2:25][CH2:26][CH2:27][CH2:28][CH3:29].C(Cl)(Cl)Cl.C(#N)C>CC(N(C)C)=O>[CH2:23]([O:30][C:31]([NH:15][C:14]1[CH:16]=[CH:17][N:10]([C@@H:1]2[O:7][C@H:6]([CH2:8][OH:9])[C@@H:4]([OH:5])[C@@H:2]2[OH:3])[C:11](=[O:12])[N:13]=1)=[O:32])[CH2:24][CH2:25][CH2:26][CH2:27][CH2:28][CH3:29] |f:1.2,4.5|. Procedure: To a solution of 4.0 g of arabinofuranosylcytosine dissolved in 50 ml of dimethylacetamide, there are added 4.15 g of sodium hydrogen carbonate and 4.41 g of heptylchloroformate. The resultant mixture is allowed to react under stirring at room temperature for 3 hours. After the reaction, dimethylacetamide is removed under reduced pressure and 150 ml of cold water is added to the residue. After the mixture is stirred for 2 hours, the solids are collected by filtration and dried. Recrystallization... Reactants: CCOC(=O)c1cc(Br)cc2cc[nH]c12, CC[SiH](CC)CC, ClCCl, O=C1CCSCC1. Yields the product CCOC(=O)c1cc(Br)cc2c(C3CCSCC3)c[nH]c12. As a reaction SMILES: [Br:8][c:9]1[cH:10][c:11]2[cH:12][cH:13][nH:14][c:15]2[c:16]([C:18](=[O:19])[O:20][CH2:21][CH3:22])[cH:17]1.[CH2:23]([SiH:24]([CH2:25][CH3:26])[CH2:27][CH3:28])[CH3:29].[Cl:30][CH2:31][Cl:32].[S:1]1[CH2:2][CH2:3][C:4](=[O:7])[CH2:5][CH2:6]1>>[S:1]1[CH2:2][CH2:3][CH:4]([c:12]2[c:11]3[cH:10][c:9]([Br:8])[cH:17][c:16]([C:18](=[O:19])[O:20][CH2:21][CH3:22])[c:15]3[nH:14][cH:13]2)[CH2:5][CH2:6]1. Starting materials: C(C)(=O)C1=C(C=CC=C1)NC(C)=O (N-(2-acetyl-phenyl)-acetamide), OS(=O)(=O)O (H2SO4), [N+](=O)(O)[O-] (nitric acid). Conditions: temperature 0 celsius, time 7 hour. Yields the product C(C)(=O)C1=C(C(=CC=C1)[N+](=O)[O-])NC(C)=O (N-(2-Acetyl-6-nitro-phenyl)-acetamide). As a reaction SMILES: [C:1]([C:4]1[CH:9]=[CH:8][CH:7]=[CH:6][C:5]=1[NH:10][C:11](=[O:13])[CH3:12])(=[O:3])[CH3:2].OS(O)(=O)=O.[N+:19]([O-])([OH:21])=[O:20]>>[C:1]([C:4]1[CH:9]=[CH:8][CH:7]=[C:6]([N+:19]([O-:21])=[O:20])[C:5]=1[NH:10][C:11](=[O:13])[CH3:12])(=[O:3])[CH3:2]. Procedure: A solution of N-(2-acetyl-phenyl)-acetamide (1 g, 5.65 mmol) in conc. H2SO4 (2.8 mL, 45.2 mmol) was cooled to −20° C. and fuming nitric acid (2 mL, 33 mmol) was slowly added. The reaction mixture was warmed to 0° C. and stirred for 7 h. After completion of the starting material, the reaction mixture was quenched with water and extracted with dichloromethane (2×25 mL). The combined organic layers were washed with brine and water, then dried over anhydrous sodium sulphate and concentrated to dryne...